Dataset: the Open Reaction Database (ORD), a public repository of structured organic reaction records. Task: describe an organic reaction: reactants, conditions, products, and yield Starting materials: CO, Cc1nn(C)c(C(N)=O)c1[N+](=O)[O-]. Yields the product Cc1nn(C)c(C(N)=O)c1N. As a reaction SMILES: [CH3:14][OH:15].[CH3:1][n:2]1[n:3][c:4]([CH3:13])[c:5]([N+:10]([O-:11])=[O:12])[c:6]1[C:7](=[O:8])[NH2:9]>>[CH3:1][n:2]1[n:3][c:4]([CH3:13])[c:5]([NH2:10])[c:6]1[C:7](=[O:8])[NH2:9]. The yield is 66.1%. RXN SMILES: [C:1]([NH:9][CH2:10][C:11]([C:13]1[CH:17]=[CH:16][S:15][CH:14]=1)=[O:12])(=[O:8])[C:2]1[CH:7]=[CH:6][CH:5]=[CH:4][CH:3]=1.[H-].[Na+].Br[CH2:21][C:22]([O:24][CH2:25][CH3:26])=[O:23]>>[C:1]([NH:9][CH:10]([C:11]([C:13]1[CH:17]=[CH:16][S:15][CH:14]=1)=[O:12])[CH2:21][C:22]([O:24][CH2:25][CH3:26])=[O:23])(=[O:8])[C:2]1[CH:3]=[CH:4][CH:5]=[CH:6][CH:7]=1 |f:1.2|. Yields the product C(C1=CC=CC=C1)(=O)NC(CC(=O)OCC)C(=O)C1=CSC=C1 (ethyl 3-benzoylamino-3-(3-thienylcarbonyl)propionate). Procedure details: 4.7 g of N-benzoyl-N-[(3-thienylcarbonyl)methyl]amine, 1.1 g of 50% sodium hydride and 3.9 g of ethyl bromoacetate are treated in the same manner as described in Preparation 1-(4). 4.2 g of ethyl 3-benzoylamino-3-(3-thienylcarbonyl)propionate are thereby obtained. Reactants: C(C1=CC=CC=C1)(=O)NCC(=O)C1=CSC=C1 (N-benzoyl-N-[(3-thienylcarbonyl)methyl]amine), [H-].[Na+] (sodium hydride), BrCC(=O)OCC (ethyl bromoacetate). Starting materials: [H][H] (hydrogen), [H][H] (hydrogen), N1=C(N=CC=C1)NCCOC1=CC=C(C=C2C(NC(S2)=O)=O)C=C1 (5-[4-(2-(2-pyrimidinylamino)ethoxy) benzylidene]-2,4-thiazolidinedione). The reagents and catalysts are [Pd] (palladium on charcoal). Run in CN(C)C=O (DMF). The product is N1=C(N=CC=C1)NCCOC1=CC=C(CC2C(NC(S2)=O)=O)C=C1 (5-[4-(2-(2-Pyrimidinylamino)ethoxy)benzyl]-2,4-thiazolidinedione). As a reaction SMILES: [N:1]1[CH:6]=[CH:5][CH:4]=[N:3][C:2]=1[NH:7][CH2:8][CH2:9][O:10][C:11]1[CH:24]=[CH:23][C:14]([CH:15]=[C:16]2[S:20][C:19](=[O:21])[NH:18][C:17]2=[O:22])=[CH:13][CH:12]=1.[H][H]>[Pd].CN(C=O)C>[N:1]1[CH:6]=[CH:5][CH:4]=[N:3][C:2]=1[NH:7][CH2:8][CH2:9][O:10][C:11]1[CH:24]=[CH:23][C:14]([CH2:15][CH:16]2[S:20][C:19](=[O:21])[NH:18][C:17]2=[O:22])=[CH:13][CH:12]=1. Reported procedure: A mixture of 5-[4-(2-(2-pyrimidinylamino)ethoxy) benzylidene]-2,4-thiazolidinedione (3 g) and 10% palladium on charcoal (9 g) in DMF (70 ml) was stirred under a pressure of 200 psi of hydrogen until hydrogen uptake ceased. The mixture was filtered through diatomaceous earth, and the filter pad washed exhaustively with DMF. The combined filtrates were evaporated to dryness and the title compound (m.p. 173° C.) obtained following recrystallization from methanol.